From a dataset of the Open Reaction Database (ORD), a public repository of structured organic reaction records. describe an organic reaction: reactants, conditions, products, and yield The yield is 31.6%. Procedure: Diisobutyl aluminium hydride (1.48 mmol, 1.48 ml, 1 M DCM) was added dropwise to a solution of tert-butyl 3-(2-(ethoxycarbonyl)ethyl)-3-hydroxyazetidine-1-carboxylate (0.10 g, 0.37 mmol) in DCM (3 ml) at −78° C. The solution was allowed to warm to 0° C. and stirred for a further 5 hrs. The reaction was quenched with Sat NH4Cl (10 ml) and extracted into ethyl acetate (10 ml), dried (Na2SO4), and concentrated to give an oil. The oil was purified by flash column chromatography eluting with 60% ethy... The reactants are [H-].C(C(C)C)[Al+]CC(C)C (Diisobutyl aluminium hydride), C(C)OC(=O)CCC1(CN(C1)C(=O)OC(C)(C)C)O (tert-butyl 3-(2-(ethoxycarbonyl)ethyl)-3-hydroxyazetidine-1-carboxylate). Solvent: C(Cl)Cl (DCM). Conditions: temperature 0 celsius, time 5 hour. Yields the product OC1(CN(C1)C(=O)OC(C)(C)C)CCCO (tert-butyl 3-hydroxy-3-(3-hydroxypropyl)azetidine-1-carboxylate). As a reaction SMILES: [H-].C([Al+]CC(C)C)C(C)C.C([O:13][C:14]([CH2:16][CH2:17][C:18]1([OH:29])[CH2:21][N:20]([C:22]([O:24][C:25]([CH3:28])([CH3:27])[CH3:26])=[O:23])[CH2:19]1)=O)C>C(Cl)Cl>[OH:29][C:18]1([CH2:17][CH2:16][CH2:14][OH:13])[CH2:21][N:20]([C:22]([O:24][C:25]([CH3:26])([CH3:27])[CH3:28])=[O:23])[CH2:19]1 |f:0.1|. The reactants are CCOC(=O)N1CCCN(c2nc3ccccc3[nH]2)CC1, C[Si](C)(C)[N-][Si](C)(C)C, CS(=O)(=O)CCOCc1ccco1, [K+], C1CCOC1, O. Yields the product CCOC(=O)N1CCCN(c2nc3ccccc3n2CCOCc2ccco2)CC1. RXN SMILES: [CH2:1]([CH3:2])[O:3][C:4](=[O:5])[N:6]1[CH2:7][CH2:8][N:9]([c:13]2[n:14][c:15]3[c:16]([nH:17]2)[cH:18][cH:19][cH:20][cH:21]3)[CH2:10][CH2:11][CH2:12]1.[CH3:27][Si:28]([N-:29][Si:30]([CH3:31])([CH3:32])[CH3:33])([CH3:34])[CH3:35].[CH3:37][S:38](=[O:39])(=[O:40])[CH2:41][CH2:42][O:43][CH2:44][c:45]1[o:46][cH:47][cH:48][cH:49]1.[K+:36].[O:22]1[CH2:23][CH2:24][CH2:25][CH2:26]1.[OH2:50]>>[CH2:1]([CH3:2])[O:3][C:4](=[O:5])[N:6]1[CH2:7][CH2:8][N:9]([c:13]2[n:14]([CH2:41][CH2:42][O:43][CH2:44][c:45]3[o:46][cH:47][cH:48][cH:49]3)[c:15]3[c:16]([n:17]2)[cH:18][cH:19][cH:20][cH:21]3)[CH2:10][CH2:11][CH2:12]1. Starting materials: C[Si](C)(C)C1=C(C(N(C(N1)=O)[Si](C)(C)C)=O)F (Bis(trimethylsilyl)-5-fluorouracil), stannic chloride, C(C)C1OCCO1 (2-ethyl-1,3-dioxolan), FC=1C(NC(NC1)=O)=O (5-fluorouracil), C([O-])(O)=O.[Na+] (sodium bicarbonate). Solvent: CO (methanol), C(Cl)(Cl)Cl (chloroform), C(CO)O (ethylene glycol), C(Cl)(Cl)Cl (chloroform). Reaction conditions: time 1 hour. Product: OCCOC(CC)N1C(=O)NC(=O)C(=C1)F (1-[1-(2-hydroxyethoxy)propyl]-5-fluorouracil). RXN SMILES: C[Si]([C:5]1[NH:10][C:9](=[O:11])[N:8]([Si](C)(C)C)[C:7](=[O:16])[C:6]=1[F:17])(C)C.FC1C(=O)NC(=O)NC=1.[CH2:27]([CH:29]1[O:33][CH2:32][CH2:31][O:30]1)[CH3:28].C(=O)(O)[O-].[Na+]>C(Cl)(Cl)Cl.CO.C(O)CO>[OH:33][CH2:32][CH2:31][O:30][CH:29]([N:10]1[CH:5]=[C:6]([F:17])[C:7](=[O:16])[NH:8][C:9]1=[O:11])[CH2:27][CH3:28] |f:3.4|. Reported procedure: Bis(trimethylsilyl)-5-fluorouracil which had been prepared by treating 5-fluorouracil (10 g) as in Example 1 was dissolved in chloroform (20 ml). Separately prepared 2-ethyl-1,3-dioxolan (15 ml) from propionyldehyde (25 ml) and ethylene glycol (25 ml) was added to the above solution. Then, to the mixture was added dropwise a solution of anhydrous stannic chloride (6 ml) in chloroform (15 ml) under cooling in an ice bath for one hour. Following stirring at room temperature for one hour, the react...